This data is from the Open Reaction Database (ORD), a public repository of structured organic reaction records. The task is: describe an organic reaction: reactants, conditions, products, and yield Reactants: Fc1ccc(CBr)c(Cl)c1, Cn1c(=O)cc(N2CCCC(N)C2)n(Cc2cc(F)ccc2Br)c1=O. The product is Cn1c(=O)cc(N2CCCC(N)C2)n(Cc2ccc(F)cc2Cl)c1=O. As a reaction SMILES: [Cl:26][c:27]1[c:28]([CH2:29][Br:30])[cH:31][cH:32][c:33]([F:35])[cH:34]1.[NH2:1][CH:2]1[CH2:3][N:4]([c:8]2[cH:9][c:10](=[O:25])[n:11]([CH3:24])[c:12](=[O:23])[n:13]2[CH2:14][c:15]2[cH:16][c:17]([F:18])[cH:19][cH:20][c:21]2[Br:22])[CH2:5][CH2:6][CH2:7]1>>[NH2:1][CH:2]1[CH2:3][N:4]([c:8]2[cH:9][c:10](=[O:25])[n:11]([CH3:24])[c:12](=[O:23])[n:13]2[CH2:29][c:28]2[c:27]([Cl:26])[cH:34][c:33]([F:35])[cH:32][cH:31]2)[CH2:5][CH2:6][CH2:7]1. Reactants: F[C@@H]1CN(CC[C@@H]1OS(=O)(=O)C)C(=O)OC(C)(C)C ((cis)-tert-butyl 3-fluoro-4-(methylsulfonyloxy)piperidine-1-carboxylate), C(C)C1=CC=2N(C=C1)C(=CN2)C2=NC1=C(C=CC=C1C=C2)O (2-(7-ethylimidazo[1,2-a]pyridin-3-yl)quinolin-8-ol). Yields the product C(C)C1=CC=2N(C=C1)C(=CN2)C2=NC1=C(C=CC=C1C=C2)O[C@H]2[C@@H](CNCC2)F (2-(7-ethylimidazo[1,2-a]pyridin-3-yl)-8-((trans)-3-fluoropiperidin-4-yloxy)quinoline). As a reaction SMILES: [F:1][C@H:2]1[C@@H:7]([O:8]S(C)(=O)=O)[CH2:6][CH2:5][N:4](C(OC(C)(C)C)=O)[CH2:3]1.[CH2:20]([C:22]1[CH:27]=[CH:26][N:25]2[C:28]([C:31]3[CH:40]=[CH:39][C:38]4[C:33](=[C:34](O)[CH:35]=[CH:36][CH:37]=4)[N:32]=3)=[CH:29][N:30]=[C:24]2[CH:23]=1)[CH3:21]>>[CH2:20]([C:22]1[CH:27]=[CH:26][N:25]2[C:28]([C:31]3[CH:40]=[CH:39][C:38]4[C:33](=[C:34]([O:8][C@@H:7]5[CH2:6][CH2:5][NH:4][CH2:3][C@H:2]5[F:1])[CH:35]=[CH:36][CH:37]=4)[N:32]=3)=[CH:29][N:30]=[C:24]2[CH:23]=1)[CH3:21]. Procedure details: Prepared according to the procedure for Example 16, using (cis)-tert-butyl 3-fluoro-4-(methylsulfonyloxy)piperidine-1-carboxylate in place of tert-butyl 2-((methylsulfonyloxy)methyl)morpholine-4-carboxylate and 2-(7-ethylimidazo[1,2-a]pyridin-3-yl)quinolin-8-ol in place of 2-(7-(2-methoxyethoxy)imidazo[1,2-a]pyridin-3-yl)quinolin-8-ol. MS APCI (+) m/z 391.2 (M+1) detected. Starting materials: FC(C(=O)O)(F)F.ClC=1C=CC(=NC1)NC(C1=CC=CC(=C1)F)=O (N-(5-chloropyridin-2-yl)-5-fluorobenzamide trifluoroacetate), C(C)(C)(C)OC(COC1=C(C(=O)NC2=C(C(=O)NC3=NC=C(C=C3)Cl)C=C(C=C2)F)C=CC(=C1)N1CCOCC1)N=C=O (2-[2-(2-tert-butoxy-carbonylaminoethoxy)-4-(morpholin-4-yl)benzoylamino]-N-(5-chloropyridin-2-yl)-5-fluorobenzamide). Product: FC(C(=O)O)(F)F.NCCOC1=C(C(=O)NC2=C(C(=O)NC3=NC=C(C=C3)Cl)C=C(C=C2)F)C=CC(=C1)N1CCOCC1 (2-[2-(2-Aminoethoxy)-4-(morpholin-4-yl)benzoylamino]-N-(5-chloro-pyridin-2-yl)-5-fluorobenzamide Trifluoroacetate). Isolated yield 74.0%. As a reaction SMILES: [F:1][C:2]([F:7])([F:6])[C:3]([OH:5])=[O:4].ClC1C=CC(NC(=O)C2C=C(F)C=CC=2)=NC=1.C(O[CH:30]([N:65]=C=O)[CH2:31][O:32][C:33]1[CH:58]=[C:57]([N:59]2[CH2:64][CH2:63][O:62][CH2:61][CH2:60]2)[CH:56]=[CH:55][C:34]=1[C:35]([NH:37][C:38]1[CH:53]=[CH:52][C:51]([F:54])=[CH:50][C:39]=1[C:40]([NH:42][C:43]1[CH:48]=[CH:47][C:46]([Cl:49])=[CH:45][N:44]=1)=[O:41])=[O:36])(C)(C)C>>[F:1][C:2]([F:7])([F:6])[C:3]([OH:5])=[O:4].[NH2:65][CH2:30][CH2:31][O:32][C:33]1[CH:58]=[C:57]([N:59]2[CH2:64][CH2:63][O:62][CH2:61][CH2:60]2)[CH:56]=[CH:55][C:34]=1[C:35]([NH:37][C:38]1[CH:53]=[CH:52][C:51]([F:54])=[CH:50][C:39]=1[C:40]([NH:42][C:43]1[CH:48]=[CH:47][C:46]([Cl:49])=[CH:45][N:44]=1)=[O:41])=[O:36] |f:0.1,3.4|. Procedure: Using methods substantially equivalent to those described in Example 34, 2-2-(2-aminoethoxy)-4-(morpholin-4-yl)benzoylamino]-N-(5-chloropyridin-2-yl)-5-fluorobenzamide trifluoroacetate was prepared in a 74% yield from 2-[2-(2-tert-butoxy-carbonylaminoethoxy)-4-(morpholin-4-yl)benzoylamino]-N-(5-chloropyridin-2-yl)-5-fluorobenzamide. Reactants: ClC1=NC=2N(C(=C1)N)N=C(C2CC2=C(C(=CC=C2)C(F)(F)F)C)C (5-chloro-2-methyl-3-{[2-methyl-3-(trifluoromethyl)phenyl]methyl}pyrazolo[1,5-a]pyrimidin-7-amine), N1CCOCC1 (morpholine). Solvent: C(C)O (ethanol). Reaction conditions: temperature 140 celsius. Product: CC1=NN2C(N=C(C=C2N)N2CCOCC2)=C1CC1=C(C(=CC=C1)C(F)(F)F)C (2-methyl-3-{[2-methyl-3-(trifluoromethyl)phenyl]methyl}-5-(4-morpholinyl)pyrazolo[1,5-a]pyrimidin-7-amine). RXN SMILES: Cl[C:2]1[CH:7]=[C:6]([NH2:8])[N:5]2[N:9]=[C:10]([CH3:24])[C:11]([CH2:12][C:13]3[CH:18]=[CH:17][CH:16]=[C:15]([C:19]([F:22])([F:21])[F:20])[C:14]=3[CH3:23])=[C:4]2[N:3]=1.[NH:25]1[CH2:30][CH2:29][O:28][CH2:27][CH2:26]1>C(O)C>[CH3:24][C:10]1[C:11]([CH2:12][C:13]2[CH:18]=[CH:17][CH:16]=[C:15]([C:19]([F:22])([F:21])[F:20])[C:14]=2[CH3:23])=[C:4]2[N:3]=[C:2]([N:25]3[CH2:30][CH2:29][O:28][CH2:27][CH2:26]3)[CH:7]=[C:6]([NH2:8])[N:5]2[N:9]=1. Procedure: To a solution of 5-chloro-2-methyl-3-{[2-methyl-3-(trifluoromethyl)phenyl]methyl}pyrazolo[1,5-a]pyrimidin-7-amine (331 mg, 0.93 mmol) in ethanol (2 mL) was added morpholine (406 mg, 4.7 mmol). Reaction mixture was heated in microwave reactor at 140° C. for 7 hours. Reaction mixture was concentrated to dryness. It was diluted with ethyl acetate (30 mL) and 5% HCl solution (5 mL). Two layers were separated. Organic layer was dried and concentrated to dryness. Product was obtained and used in next ... Reactants: [Al+3], CC(S)S, [Cl-], [Cl-], [Cl-], ClCCl, COc1cc2c(cc1F)Nc1sc3ccccc3c1C(N1CCN(C)CC1)=N2. The product is CN1CCN(C2=Nc3cc(O)c(F)cc3Nc3sc4ccccc4c32)CC1. Reaction SMILES: [Al+3:34].[CH:29]([SH:30])([SH:31])[CH3:32].[Cl-:33].[Cl-:35].[Cl-:36].[Cl:37][CH2:38][Cl:39].[F:1][c:2]1[cH:3][c:4]2[c:5]([cH:25][c:26]1[O:27][CH3:28])[N:6]=[C:7]([N:18]1[CH2:19][CH2:20][N:21]([CH3:24])[CH2:22][CH2:23]1)[c:8]1[c:9]([s:11][c:12]3[c:13]1[cH:14][cH:15][cH:16][cH:17]3)[NH:10]2>>[F:1][c:2]1[cH:3][c:4]2[c:5]([cH:25][c:26]1[OH:27])[N:6]=[C:7]([N:18]1[CH2:19][CH2:20][N:21]([CH3:24])[CH2:22][CH2:23]1)[c:8]1[c:9]([s:11][c:12]3[c:13]1[cH:14][cH:15][cH:16][cH:17]3)[NH:10]2. The reactants are Cc1cccc(C(=O)Cl)c1, COc1ccc2[nH]c(C)c(CCN3CCCCC3CC3CCCCC3)c2c1, [H-], [Na+], [Na], CN(C)C=O. Product: COc1ccc2c(c1)c(CCN1CCCCC1CC1CCCCC1)c(C)n2C(=O)c1cccc(C)c1. As a reaction SMILES: [CH3:31][c:32]1[cH:33][c:34]([C:35](=[O:36])[Cl:37])[cH:38][cH:39][cH:40]1.[CH:1]1([CH2:7][CH:8]2[N:9]([CH2:14][CH2:15][c:16]3[c:17]([CH3:27])[nH:18][c:19]4[cH:20][cH:21][c:22]([O:25][CH3:26])[cH:23][c:24]34)[CH2:10][CH2:11][CH2:12][CH2:13]2)[CH2:2][CH2:3][CH2:4][CH2:5][CH2:6]1.[H-:28].[Na+:29].[Na:30].[O:41]=[CH:42][N:43]([CH3:44])[CH3:45]>>[CH:1]1([CH2:7][CH:8]2[N:9]([CH2:14][CH2:15][c:16]3[c:17]([CH3:27])[n:18]([C:35]([c:34]4[cH:33][c:32]([CH3:31])[cH:40][cH:39][cH:38]4)=[O:36])[c:19]4[cH:20][cH:21][c:22]([O:25][CH3:26])[cH:23][c:24]34)[CH2:10][CH2:11][CH2:12][CH2:13]2)[CH2:2][CH2:3][CH2:4][CH2:5][CH2:6]1. Starting materials: S=P12SP3(=S)SP(=S)(S1)SP(=S)(S2)S3, NC(=O)c1cc2c(cn1)[nH]c1ccccc12, c1ccncc1. Yields the product NC(=S)c1cc2c(cn1)[nH]c1ccccc12. RXN SMILES: [P:17]12(=[S:18])[S:19][P:20]3(=[S:30])[S:21][P:22](=[S:28])([S:23][P:24](=[S:27])([S:25]3)[S:26]1)[S:29]2.[cH:1]1[n:2][c:3]([C:14](=[O:15])[NH2:16])[cH:4][c:5]2[c:6]3[cH:7][cH:8][cH:9][cH:10][c:11]3[nH:12][c:13]12.[cH:31]1[cH:32][cH:33][n:34][cH:35][cH:36]1>>[cH:1]1[n:2][c:3]([C:14]([NH2:16])=[S:18])[cH:4][c:5]2[c:6]3[cH:7][cH:8][cH:9][cH:10][c:11]3[nH:12][c:13]12.